This data is from the Open Reaction Database (ORD), a public repository of structured organic reaction records. The task is: describe an organic reaction: reactants, conditions, products, and yield Reactants: CC1=C(N=C(O1)C1=CC(=CC=C1)C)CCOC1=CC=C(C=CC=C2C(NC(O2)=O)=O)C=C1 (5-[4-[2-[5-methyl-2-(3-methylphenyl)-4-oxazolyl]ethoxy]cinnamylidene]-2,4-oxazolidinedione). The reagents and catalysts are [C].[Pd] (palladium-carbon). Run in O1CCOCC1 (dioxane). Product: CC1=C(N=C(O1)C1=CC(=CC=C1)C)CCOC1=CC=C(C=C1)CCCC1C(NC(O1)=O)=O (5-[3-[4-[2-[5-methyl-2-(3-methylphenyl)-4-oxazolyl]ethoxy]phenyl]propyl]-2,4-oxazolidinedione). The yield is 95.7%. Reaction SMILES: [CH3:1][C:2]1[O:6][C:5]([C:7]2[CH:12]=[CH:11][CH:10]=[C:9]([CH3:13])[CH:8]=2)=[N:4][C:3]=1[CH2:14][CH2:15][O:16][C:17]1[CH:32]=[CH:31][C:20]([CH:21]=[CH:22][CH:23]=[C:24]2[O:28][C:27](=[O:29])[NH:26][C:25]2=[O:30])=[CH:19][CH:18]=1>[C].[Pd].O1CCOCC1>[CH3:1][C:2]1[O:6][C:5]([C:7]2[CH:12]=[CH:11][CH:10]=[C:9]([CH3:13])[CH:8]=2)=[N:4][C:3]=1[CH2:14][CH2:15][O:16][C:17]1[CH:18]=[CH:19][C:20]([CH2:21][CH2:22][CH2:23][CH:24]2[O:28][C:27](=[O:29])[NH:26][C:25]2=[O:30])=[CH:31][CH:32]=1 |f:1.2|. Reported procedure: A mixture of 5-[4-[2-[5-methyl-2-(3-methylphenyl)-4-oxazolyl]ethoxy]cinnamylidene]-2,4-oxazolidinedione (0.29 g), palladium-carbon (10%, 0.1 g) and dioxane (50 ml) was subjected to catalytic hydrogenation at room temperature under atmospheric pressure. The catalyst was filtered off, and the filtrate was concentrated under reduced pressure. The concentrate was purified by means of a silica gel column chromatography. From the fractions eluted with chloroform-methanol (100:3) was obtained 5-[3-[4-[... The reactants are CCO, O=CO, O=S(=O)(c1ccc(N2CCC3(CC2)OCCO3)cc1)N1CCCCC1. Product: O=C1CCN(c2ccc(S(=O)(=O)N3CCCCC3)cc2)CC1. RXN SMILES: [CH3:26][CH2:27][OH:28].[CH:29]([OH:30])=[O:31].[N:1]1([S:7](=[O:8])(=[O:9])[c:10]2[cH:11][cH:12][c:13]([N:16]3[CH2:17][CH2:18][C:19]4([O:20][CH2:23][CH2:22][O:21]4)[CH2:24][CH2:25]3)[cH:14][cH:15]2)[CH2:2][CH2:3][CH2:4][CH2:5][CH2:6]1>>[N:1]1([S:7](=[O:8])(=[O:9])[c:10]2[cH:11][cH:12][c:13]([N:16]3[CH2:17][CH2:18][C:19](=[O:20])[CH2:24][CH2:25]3)[cH:14][cH:15]2)[CH2:2][CH2:3][CH2:4][CH2:5][CH2:6]1.